Dataset: the Open Reaction Database (ORD), a public repository of structured organic reaction records. Task: describe an organic reaction: reactants, conditions, products, and yield The reactants are COCN(c1cc(Cl)cnc1C(=O)c1ccccc1N(C)S(C)(=O)=O)S(=O)(=O)c1ccc(Cl)c(C(F)(F)F)c1, Cl, C1COCCO1, O. Yields the product CN(c1ccccc1C(=O)c1ncc(Cl)cc1NS(=O)(=O)c1ccc(Cl)c(C(F)(F)F)c1)S(C)(=O)=O. Reaction SMILES: [Cl:1][c:2]1[c:3]([C:36]([F:37])([F:38])[F:39])[cH:4][c:5]([S:8](=[O:9])(=[O:10])[N:11]([CH2:12][O:13][CH3:14])[c:15]2[c:16]([C:22]([c:23]3[c:24]([N:29]([CH3:30])[S:31](=[O:32])(=[O:33])[CH3:34])[cH:25][cH:26][cH:27][cH:28]3)=[O:35])[n:17][cH:18][c:19]([Cl:21])[cH:20]2)[cH:6][cH:7]1.[ClH:41].[O:42]1[CH2:43][CH2:44][O:45][CH2:46][CH2:47]1.[OH2:40]>>[Cl:1][c:2]1[c:3]([C:36]([F:37])([F:38])[F:39])[cH:4][c:5]([S:8](=[O:9])(=[O:10])[NH:11][c:15]2[c:16]([C:22]([c:23]3[c:24]([N:29]([CH3:30])[S:31](=[O:32])(=[O:33])[CH3:34])[cH:25][cH:26][cH:27][cH:28]3)=[O:35])[n:17][cH:18][c:19]([Cl:21])[cH:20]2)[cH:6][cH:7]1. Reactants: C(C)(=O)C=1C(CCC2(CC3=CC(=C(C=C3C12)F)N)CCCC)=O (4-acetyl-7-amino-9a-butyl-6-fluoro-1,2,9,9a-tetrahydro-3H-fluoren-3-one), N#N (N2), BrN1C(CCC1=O)=O (N-bromosuccinimide). The solvent is CN(C=O)C (N,N-dimethylformamide). Run at time 1 hour. Product: C(C)(=O)C=1C(CCC2(CC3=C(C(=C(C=C3C12)F)N)Br)CCCC)=O (4-acetyl-7-amino-8-bromo-9a-butyl-6-fluoro-1,2,9,9a-tetrahydro-3H-fluoren-3-one). Yield: 74.6%. As a reaction SMILES: [C:1]([C:4]1[C:5](=[O:23])[CH2:6][CH2:7][C:8]2([CH2:19][CH2:20][CH2:21][CH3:22])[C:16]=1[C:15]1[C:10](=[CH:11][C:12]([NH2:18])=[C:13]([F:17])[CH:14]=1)[CH2:9]2)(=[O:3])[CH3:2].N#N.[Br:26]N1C(=O)CCC1=O>CN(C)C=O>[C:1]([C:4]1[C:5](=[O:23])[CH2:6][CH2:7][C:8]2([CH2:19][CH2:20][CH2:21][CH3:22])[C:16]=1[C:15]1[C:10](=[C:11]([Br:26])[C:12]([NH2:18])=[C:13]([F:17])[CH:14]=1)[CH2:9]2)(=[O:3])[CH3:2]. Procedure: A solution of 4-acetyl-7-amino-9a-butyl-6-fluoro-1,2,9,9a-tetrahydro-3H-fluoren-3-one (157 mg, 0.5 mmol) in anhydrous N,N-dimethylformamide (1.5 mL) was purged with N2, cooled in an ice bath, and treated with N-bromosuccinimide (89 mg, 0.5 mmol). The resulting solution was stirred at 0–5° C. for one hour, and then partitioned between EtOAc and water. The aqueous portion was extracted with more EtOAc. The combined organics were washed with water and brine, dried over MgSO4, filtered, and concentr... Yields the product CCNC(=O)C(C)N(CC1CC1)c1ccc(C#N)c(C(F)(F)F)c1. Reactants: CC(C(=O)O)N(CC1CC1)c1ccc(C#N)c(C(F)(F)F)c1, CCN. Reaction SMILES: [C:1](#[N:2])[c:3]1[c:4]([C:19]([F:20])([F:21])[F:22])[cH:5][c:6]([N:9]([CH:10]([CH3:11])[C:12](=[O:13])[OH:14])[CH2:15][CH:16]2[CH2:17][CH2:18]2)[cH:7][cH:8]1.[CH3:23][CH2:24][NH2:25]>>[C:1](#[N:2])[c:3]1[c:4]([C:19]([F:20])([F:21])[F:22])[cH:5][c:6]([N:9]([CH:10]([CH3:11])[C:12](=[O:14])[NH:25][CH2:24][CH3:23])[CH2:15][CH:16]2[CH2:17][CH2:18]2)[cH:7][cH:8]1. Reactants: N (ammonia), FC1N(C(=NC(=N1)F)Cl)OC(F)F (2,4-difluoro-6-chlorodifluoromethoxy-1,3,5-triazine). Solvent: O1CCCC1 (tetrahydrofuran). Run at temperature -70 celsius, time 8 hour. Product: NC1N(C(=NC(=N1)F)Cl)OC(F)F (2-amino-4-fluoro-6-chlorodifluoromethoxy-1,3,5-triazine). Isolated yield 43.2%. Reaction SMILES: [NH3:1].F[CH:3]1[N:8]=[C:7]([F:9])[N:6]=[C:5]([Cl:10])[N:4]1[O:11][CH:12]([F:14])[F:13]>O1CCCC1>[NH2:1][CH:3]1[N:8]=[C:7]([F:9])[N:6]=[C:5]([Cl:10])[N:4]1[O:11][CH:12]([F:14])[F:13]. Reported procedure: 7.8 g (0.46 mol) of ammonia were passed over the course of 45 minutes into a stirred mixture of 50.0 g (0.23 mol) of 2,4-difluoro-6-chlorodifluoromethoxy-1,3,5-triazine and 150 ml of tetrahydrofuran at -70° C. The mixture was stirred for 2 hours at -70° C. and overnight while warming to 22° C. It was concentrated under reduced pressure, washed with water and dried. The product was then loaded in methylene chloride onto a silica gel column and eluted with the same solvent. Fractions 1-8 yielded 2... Starting materials: ClC1=C(C=C(C=C1)C(NCC(C)C)=O)C1=CC=2N(C=C1N(S(=O)(=O)C)CCO)N=C(C2C(=O)O)C2=CC=C(C=C2)F (5-(2-chloro-5-(isobutylcarbamoyl)phenyl)-2-(4-fluorophenyl)-6-(N-(2-hydroxyethyl)methylsulfonamido)pyrazolo[1,5-a]pyridine-3-carboxylic acid), Cl.CN (methylamine hydrochloride). Yields the product C(C)(=O)[O-].[NH4+] (ammonium acetate), ClC1=C(C=C(C=C1)C(NCC(C)C)=O)C1=CC=2N(C=C1N(S(=O)(=O)C)CCO)N=C(C2C(=O)NC)C2=CC=C(C=C2)F (5-(2-chloro-5-(isobutylcarbamoyl)phenyl)-2-(4-fluorophenyl)-6-(N-(2-hydroxyethyl)methylsulfonamido)-N-methylpyrazolo[1,5-a]pyridine-3-carboxamide). Reaction SMILES: [Cl:1][C:2]1[CH:7]=[CH:6][C:5]([C:8](=[O:14])[NH:9][CH2:10][CH:11]([CH3:13])[CH3:12])=[CH:4][C:3]=1[C:15]1[C:20]([N:21]([CH2:26][CH2:27][OH:28])[S:22]([CH3:25])(=[O:24])=[O:23])=[CH:19][N:18]2[N:29]=[C:30]([C:35]3[CH:40]=[CH:39][C:38]([F:41])=[CH:37][CH:36]=3)[C:31]([C:32]([OH:34])=[O:33])=[C:17]2[CH:16]=1.Cl.[CH3:43][NH2:44]>>[C:32]([O-:34])(=[O:33])[CH3:31].[NH4+:9].[Cl:1][C:2]1[CH:7]=[CH:6][C:5]([C:8](=[O:14])[NH:9][CH2:10][CH:11]([CH3:13])[CH3:12])=[CH:4][C:3]=1[C:15]1[C:20]([N:21]([CH2:26][CH2:27][OH:28])[S:22]([CH3:25])(=[O:24])=[O:23])=[CH:19][N:18]2[N:29]=[C:30]([C:35]3[CH:40]=[CH:39][C:38]([F:41])=[CH:37][CH:36]=3)[C:31]([C:32]([NH:44][CH3:43])=[O:33])=[C:17]2[CH:16]=1 |f:1.2,3.4|. Procedure details: 5-(2-chloro-5-(isobutylcarbamoyl)phenyl)-2-(4-fluorophenyl)-6-(N-(2-hydroxyethyl)methylsulfonamido)-N-methylpyrazolo[1,5-a]pyridine-3-carboxamide was prepared from 5-(2-chloro-5-(isobutylcarbamoyl)phenyl)-2-(4-fluorophenyl)-6-(N-(2-hydroxyethyl)methylsulfonamido)pyrazolo[1,5-a]pyridine-3-carboxylic acid (0.027 g, 0.045 mmol) and methylamine hydrochloride (0.013 g, 0.18 mmol). The resultant residue was purified using preparative HPLC (Waters—Xbridge, 50×100 mm, 5 micron, C18 column; 0.1M ammonium... Starting materials: CN1C(=C(C=2C=CC=CC2S1(=O)=O)O)C(=O)NC=3C=CC=CN3 (piroxicam), [OH-].[K+] (KOH). Solvent: CO (methanol). Run at temperature 0 celsius, time 30 minute. Yields the product CN1C(=C(C2=CC=CC=C2S1(=O)=O)[O-])C(=O)NC3=CC=CC=N3.[K+] (piroxicam potassium). The yield is 84.3%. RXN SMILES: [CH3:1][N:2]1[S:11](=[O:13])(=[O:12])[C:10]2[CH:9]=[CH:8][CH:7]=[CH:6][C:5]=2[C:4]([OH:14])=[C:3]1[C:15]([NH:17][C:18]1[CH:19]=[CH:20][CH:21]=[CH:22][N:23]=1)=[O:16].[OH-].[K+:25]>CO>[CH3:1][N:2]1[S:11](=[O:13])(=[O:12])[C:10]2[C:5](=[CH:6][CH:7]=[CH:8][CH:9]=2)[C:4]([O-:14])=[C:3]1[C:15]([NH:17][C:18]1[N:23]=[CH:22][CH:21]=[CH:20][CH:19]=1)=[O:16].[K+:25] |f:1.2,4.5|. Procedure details: 10 g of piroxicam was suspended in 83 g of methanol. To this suspension was added 1.95 g of 85% KOH at 15° to 20° C. The resulting solution was stirred for 30 minutes at the same temperature, filtered and evaporated to remove methanol. The residue was dissolved by adding 74.2 g of isopropyl alcohol and the resulting solution was stirred for one hour at 20° to 25° C. and then cooled to 0° C. to precipitate the solid product. The resulting solid was filtered, washed with 24.7 g of isopropyl alcoho... The product is CN(C)CCNc1c(F)cccc1C=NCCC(C)(C)C. The reactants are CC(C)(C)CCN, CN(C)CCNc1c(F)cccc1C=O, Cc1ccccc1. RXN SMILES: [CH3:16][C:17]([CH2:18][CH2:19][NH2:20])([CH3:21])[CH3:22].[CH3:1][N:2]([CH2:3][CH2:4][NH:5][c:6]1[c:7]([CH:8]=[O:9])[cH:10][cH:11][cH:12][c:13]1[F:14])[CH3:15].[CH3:23][c:24]1[cH:25][cH:26][cH:27][cH:28][cH:29]1>>[CH3:1][N:2]([CH2:3][CH2:4][NH:5][c:6]1[c:7]([CH:8]=[N:20][CH2:19][CH2:18][C:17]([CH3:16])([CH3:21])[CH3:22])[cH:10][cH:11][cH:12][c:13]1[F:14])[CH3:15]. Reactants: ClC1=C(C(=O)Cl)C=CC=C1 (o-chlorobenzoyl chloride), NC=1SC=C(N1)C(=O)OCC (ethyl 2-amino-1,3-thiazole-4-carboxylate), N1=CC=CC=C1 (pyridine), O (water). The solvent is C1CCOC1 (THF). Conditions: time 1 hour. Product: ClC1=C(C(=O)NC=2SC=C(N2)C(=O)OCC)C=CC=C1 (ethyl 2-(2-chlorobenzoyl)amino-1,3-thiazole-4-carboxylate). The yield is 84.2%. As a reaction SMILES: [Cl:1][C:2]1[CH:10]=[CH:9][CH:8]=[CH:7][C:3]=1[C:4](Cl)=[O:5].[NH2:11][C:12]1[S:13][CH:14]=[C:15]([C:17]([O:19][CH2:20][CH3:21])=[O:18])[N:16]=1.N1C=CC=CC=1.O>C1COCC1>[Cl:1][C:2]1[CH:10]=[CH:9][CH:8]=[CH:7][C:3]=1[C:4]([NH:11][C:12]1[S:13][CH:14]=[C:15]([C:17]([O:19][CH2:20][CH3:21])=[O:18])[N:16]=1)=[O:5]. Procedure: 1.07 g of o-chlorobenzoyl chloride was added to a solution in which 1.00 g of ethyl 2-amino-1,3-thiazole-4-carboxylate and 0.69 g of pyridine were dissolved in THF, under ice cooling. Then, after the reaction mixture was stirred at room temperature for 1 hr, it was poured into water and extracted with ethyl acetate. The organic layer was washed with an aqueous 2N-hydrochloric acid solution and dried on anhydrous magnesium sulfate. After distilling off the solvent, the crude product obtained was ... Reactants: CC#N, ClCn1cncn1, [Na+], CCOP([O-])OCC. The product is CCOP(=O)(Cn1cncn1)OCC. As a reaction SMILES: [CH3:17][C:18]#[N:19].[Cl:1][CH2:2][n:3]1[n:4][cH:5][n:6][cH:7]1.[Na+:16].[P:8]([O:9][CH2:10][CH3:11])([O:12][CH2:13][CH3:14])[O-:15]>>[CH2:2]([n:3]1[n:4][cH:5][n:6][cH:7]1)[P:8]([O:9][CH2:10][CH3:11])([O:12][CH2:13][CH3:14])=[O:15]. The reactants are C1COCCN1, CC(C)O, CN1CC(CCCl)Oc2ncccc2C1=O, Cl, [Na+], [OH-], O=C(O)C=CC(=O)O. Product: CN1CC(CCN2CCOCC2)Oc2ncccc2C1=O. Reaction SMILES: [CH2:32]1[CH2:33][O:34][CH2:35][CH2:36][NH:37]1.[CH:20]([OH:21])([CH3:22])[CH3:23].[Cl:2][CH2:3][CH2:4][CH:5]1[O:6][c:7]2[c:8]([cH:14][cH:15][cH:16][n:17]2)[C:9](=[O:13])[N:10]([CH3:12])[CH2:11]1.[ClH:1].[Na+:19].[OH-:18].[OH:24][C:25]([CH:26]=[CH:27][C:28](=[O:29])[OH:30])=[O:31]>>[CH2:3]([CH2:4][CH:5]1[O:6][c:7]2[c:8]([cH:14][cH:15][cH:16][n:17]2)[C:9](=[O:13])[N:10]([CH3:12])[CH2:11]1)[N:37]1[CH2:32][CH2:33][O:34][CH2:35][CH2:36]1.